This data is from the Open Reaction Database (ORD), a public repository of structured organic reaction records. The task is: describe an organic reaction: reactants, conditions, products, and yield The reactants are FC(C=1C=C(C=CC1)CC#N)(F)F ((3-trifluoromethyl-phenyl)-acetonitrile). The reagents and catalysts are [Ni] (Raney nickel). The solvent is N (ammonia). Product: FC(C=1C=C(C=CC1)CCN)(F)F (2-(3-Trifluoromethyl-phenyl)-ethylamine). Yield: 97.8%. RXN SMILES: [F:1][C:2]([F:13])([F:12])[C:3]1[CH:4]=[C:5]([CH2:9][C:10]#[N:11])[CH:6]=[CH:7][CH:8]=1>N.[Ni]>[F:1][C:2]([F:12])([F:13])[C:3]1[CH:4]=[C:5]([CH2:9][CH2:10][NH2:11])[CH:6]=[CH:7][CH:8]=1. Procedure details: Using analogous reaction conditions as described in Example 16, step 1, (3-trifluoromethyl-phenyl)-acetonitrile (2 g, 10.81 mmol) in methanolic ammonia (50 mL) was reacted with to Raney nickel (400 mg) to afford 2 g of the product (97.89% yield). Reactants: FC1=C(CN(C(C=C2OC(OC2=O)(C)C)=O)OC)C=CC(=C1)F (N-(2,4-Difluorobenzyl)-2-(2,2-dimethyl-5-oxo-[1,3]-dioxolan-4-ylidene)-N-methoxy-acetamide). Run in CO (methanol). Yields the product COC(C(=CC(N(OC)CC1=C(C=C(C=C1)F)F)=O)O)=O (3[(2,4-Difluoro-benzyl)-methoxy-carbamoyl]-2-hydroxy-acrylic acid methyl ester). Yield: 55.0%. Reaction SMILES: [F:1][C:2]1[CH:22]=[C:21]([F:23])[CH:20]=[CH:19][C:3]=1[CH2:4][N:5]([O:17][CH3:18])[C:6](=[O:16])[CH:7]=[C:8]1[C:12](=[O:13])[O:11][C:10](C)(C)[O:9]1>CO>[CH3:10][O:11][C:12](=[O:13])[C:8]([OH:9])=[CH:7][C:6](=[O:16])[N:5]([CH2:4][C:3]1[CH:19]=[CH:20][C:21]([F:23])=[CH:22][C:2]=1[F:1])[O:17][CH3:18]. Reported procedure: N-(2,4-Difluorobenzyl)-2-(2,2-dimethyl-5-oxo-[1,3]-dioxolan-4-ylidene)-N-methoxy-acetamide was treated with methanol as described in the preparation of Compound 44-D and gave the title ester as white crystals (55% yield); mp 104–105° C. 1HNMR 400 MHz (CDCl3) δ (ppm): 3.73 (3H, s, OCH3), 3.89 (3H, s, OCH3), 4.87 (2H, s, NCH2), 6.45 (1H, s, CH), 6.8–6.9 (2H, m, aromatics), 7.31–7.37 (1H, m, aromatic). Anal. calcd for C13H13F2NO5: C, 51.83; H, 4.35; N, 4.65. Found: C, 51.68; H, 4.27; N, 4.53.